The task is: describe an organic reaction: reactants, conditions, products, and yield. This data is from the Open Reaction Database (ORD), a public repository of structured organic reaction records. Reactants: C1(CC1)CBr (cyclopropyl methyl bromide), C1(CC1)CSC1CCC(CC1)C#N (4-[(cyclopropylmethyl)thio]cyclohexanecarbonitrile), C[Si]([N-][Si](C)(C)C)(C)C.[Na+] (sodium hexamethyldisilazide). The solvent is C1CCOC1 (THF). Yields the product C1(CC1)CC1(CCC(CC1)SCC1CC1)C#N (1-(cyclopropylmethyl)4-[(cyclopropylmethyl)thio]cyclohexanecarbonitrile). RXN SMILES: [CH:1]1([CH2:4][S:5][CH:6]2[CH2:11][CH2:10][CH:9]([C:12]#[N:13])[CH2:8][CH2:7]2)[CH2:3][CH2:2]1.[CH:14]1([CH2:17]Br)[CH2:16][CH2:15]1.C[Si](C)(C)[N-][Si](C)(C)C.[Na+]>C1COCC1>[CH:14]1([CH2:17][C:9]2([C:12]#[N:13])[CH2:10][CH2:11][CH:6]([S:5][CH2:4][CH:1]3[CH2:2][CH2:3]3)[CH2:7][CH2:8]2)[CH2:16][CH2:15]1 |f:2.3|. Procedure details: 4-[(cyclopropylmethyl)thio]cyclohexanecarbonitrile (either isomer) (1.95 g; 10 mmol) was dissolved in THF (10 mL) and cyclopropyl methyl bromide (2.7 g; 20 mmol) was added followed by the dropwise addition of sodium hexamethyldisilazide (2M, 10 mL, 20 mmol). The reaction was stirred for half an hour and then was quenched with brine and extracted into ethyl acetate. The organic layer was dried and product was purified rigorously from its less polar isomer on silica using a Biotage 65i cartridge e... RXN SMILES: [F:1][C:2]([F:31])([F:30])[O:3][C:4]1[CH:9]=[CH:8][C:7]([NH:10][CH:11]2[CH2:16][CH2:15][N:14]([CH2:17][C@:18]3([CH3:29])[O:22][C:21]4=[N:23][C:24]([N+:26]([O-:28])=[O:27])=[CH:25][N:20]4[CH2:19]3)[CH2:13][CH2:12]2)=[CH:6][CH:5]=1.C=O.[B-][C:35]#N.[Na+].C(O)(=O)C.C(=O)([O-])O.[Na+]>CO>[CH3:29][C@@:18]1([CH2:17][N:14]2[CH2:15][CH2:16][CH:11]([N:10]([CH3:35])[C:7]3[CH:8]=[CH:9][C:4]([O:3][C:2]([F:1])([F:30])[F:31])=[CH:5][CH:6]=3)[CH2:12][CH2:13]2)[O:22][C:21]2=[N:23][C:24]([N+:26]([O-:28])=[O:27])=[CH:25][N:20]2[CH2:19]1 |f:2.3,5.6|. Procedure details: (S)-2-[4-(4-Trifluoromethoxyphenyl)aminopiperidin-1-yl]methyl-2-methyl-6-nitro-2,3-dihydroimidazo[2,1-b]oxazole prepared in Example 282 (400 mg, 0.90 mmol) was dissolved in methanol (10 ml). To the solution, a 37% formaldehyde solution (0.13 ml, 4.52 mmol), sodium cyanotrihydroborate (170 mg, 2.71 mmol) and acetic acid (0.17 ml, 2.71 mmol) were added followed by stirring at room temperature for 30 minutes. The reaction mixture was poured into a saturated sodium hydrogencarbonate solution and ext... Run in CO (methanol). Run at time 30 minute. The yield is 75.4%. Starting materials: C=O (formaldehyde), [B-]C#N.[Na+] (sodium cyanotrihydroborate), C(C)(=O)O (acetic acid), C(O)([O-])=O.[Na+] (sodium hydrogencarbonate), FC(OC1=CC=C(C=C1)NC1CCN(CC1)C[C@]1(CN2C(O1)=NC(=C2)[N+](=O)[O-])C)(F)F ((S)-2-[4-(4-trifluoromethoxyphenyl)aminopiperidin-1-yl]methyl-2-methyl-6-nitro-2,3-dihydroimidazo[2,1-b]oxazole). Product: C[C@@]1(CN2C(O1)=NC(=C2)[N+](=O)[O-])CN2CCC(CC2)N(C2=CC=C(C=C2)OC(F)(F)F)C ((S)-N-[1-(2-methyl-6-nitro-2,3-dihydroimidazo[2,1-b]oxazol-2-ylmethyl)piperidin-4-yl]-N-methyl-4-trifluoromethoxyaniline). The reactants are CCCCCOc1ccc(-c2nn3cc(-c4ccc(C(=O)O)cc4)nc3s2)cc1, ClCCl, O, On1nnc2ccccc21. Product: CCCCCOc1ccc(-c2nn3cc(-c4ccc(C(=O)On5nnc6ccccc65)cc4)nc3s2)cc1. RXN SMILES: [CH2:11]([CH2:12][CH2:13][CH2:14][CH3:15])[O:16][c:17]1[cH:18][cH:19][c:20](-[c:23]2[n:24][n:25]3[c:26]([s:27]2)[n:28][c:29](-[c:31]2[cH:32][cH:33][c:34]([C:35](=[O:36])[OH:37])[cH:38][cH:39]2)[cH:30]3)[cH:21][cH:22]1.[Cl:41][CH2:42][Cl:43].[OH2:40].[OH:1][n:2]1[n:3][n:4][c:5]2[c:6]1[cH:7][cH:8][cH:9][cH:10]2>>[O:1]([n:2]1[n:3][n:4][c:5]2[c:6]1[cH:7][cH:8][cH:9][cH:10]2)[C:35]([c:34]1[cH:33][cH:32][c:31](-[c:29]2[n:28][c:26]3[n:25]([n:24][c:23](-[c:20]4[cH:19][cH:18][c:17]([O:16][CH2:11][CH2:12][CH2:13][CH2:14][CH3:15])[cH:22][cH:21]4)[s:27]3)[cH:30]2)[cH:39][cH:38]1)=[O:36]. Reactants: COC1=NC=CC=C1CN1CCC(CC1)CC(=O)C=1C(=NC=CC1)Cl (1-[(2-methoxy-3-pyridyl)methyl]-4-[2-(2-chloro-3-pyridyl)-2-oxoethyl)piperidine), C(C)OC(C)=O.Cl (hydrogen chloride ethyl acetate). Run in C(C)#N (acetonitrile). Yields the product O=C1NC=CC=C1CN1CCC(CC1)CC(=O)C=1C(=NC=CC1)Cl (1-[(2-Oxo-1,2-dihydro-3-pyridinyl)methyl]-4-[2-(2-chloro-3-pyridinyl)-2-oxoethyl]piperidine). The yield is 47.9%. As a reaction SMILES: C[O:2][C:3]1[C:8]([CH2:9][N:10]2[CH2:15][CH2:14][CH:13]([CH2:16][C:17]([C:19]3[C:20]([Cl:25])=[N:21][CH:22]=[CH:23][CH:24]=3)=[O:18])[CH2:12][CH2:11]2)=[CH:7][CH:6]=[CH:5][N:4]=1.C(OC(=O)C)C.Cl>C(#N)C>[O:2]=[C:3]1[C:8]([CH2:9][N:10]2[CH2:11][CH2:12][CH:13]([CH2:16][C:17]([C:19]3[C:20]([Cl:25])=[N:21][CH:22]=[CH:23][CH:24]=3)=[O:18])[CH2:14][CH2:15]2)=[CH:7][CH:6]=[CH:5][NH:4]1 |f:1.2|. Procedure: In acetonitrile (4 ml) were dissolved 100 mg of 1-[(2-methoxy-3-pyridyl)methyl]-4-[2-(2-chloro-3-pyridyl)-2-oxoethyl)piperidine obtained in Example 62 and 0.35 ml of a 4 M hydrogen chloride ethyl acetate solution, followed by heating under reflux for 1 hour. The solvent was evaporated, and then the residue was dissolved in ethyl acetate and a 1N sodium hydroxide aqueous solution. The organic layer was separated, washed with brine, and then dried over anhydrous magnesium sulfate. The solvent was ...